From a dataset of the Open Reaction Database (ORD), a public repository of structured organic reaction records. describe an organic reaction: reactants, conditions, products, and yield Starting materials: O=C1CCC(=O)N1Br, CN(C)C=O, CNC(Cc1ccccc1N)c1sccc1C. Product: CNC(Cc1cc(Br)ccc1N)c1sccc1C. Reaction SMILES: [Br:18][N:19]1[C:20](=[O:21])[CH2:22][CH2:23][C:24]1=[O:25].[CH3:26][N:27]([CH3:28])[CH:29]=[O:30].[NH2:1][c:2]1[c:3]([CH2:8][CH:9]([NH:10][CH3:11])[c:12]2[s:13][cH:14][cH:15][c:16]2[CH3:17])[cH:4][cH:5][cH:6][cH:7]1>>[NH2:1][c:2]1[c:3]([CH2:8][CH:9]([NH:10][CH3:11])[c:12]2[s:13][cH:14][cH:15][c:16]2[CH3:17])[cH:4][c:5]([Br:18])[cH:6][cH:7]1.